Task: describe an organic reaction: reactants, conditions, products, and yield. Dataset: the Open Reaction Database (ORD), a public repository of structured organic reaction records Starting materials: OC1=C(C=C(C=C1)CCCC(=O)OC)C1=C(C=CC(=C1)CCCC(=O)OC)O (2,2'-dihydroxy-5,5'-bis (3-methoxycarbonylpropyl) biphenyl), C(CC(C)C)Br (isopentyl bromide), C([O-])([O-])=O.[K+].[K+] (potassium carbonate). The reagents and catalysts are [Cu] (copper). Solvent: CN(C)C=O (DMF). Yields the product C(CC(C)C)OC1=C(C=C(C=C1)CCCC(=O)OC)C1=C(C=CC(=C1)CCCC(=O)OC)O (2-isopentyloxy-2'-hydroxy-5,5'-bis (3-methoxycarbonylpropyl) biphenyl). Isolated yield 83.8%. Reaction SMILES: [OH:1][C:2]1[CH:7]=[CH:6][C:5]([CH2:8][CH2:9][CH2:10][C:11]([O:13][CH3:14])=[O:12])=[CH:4][C:3]=1[C:15]1[CH:20]=[C:19]([CH2:21][CH2:22][CH2:23][C:24]([O:26][CH3:27])=[O:25])[CH:18]=[CH:17][C:16]=1[OH:28].[CH2:29](Br)[CH2:30][CH:31]([CH3:33])[CH3:32].C(=O)([O-])[O-].[K+].[K+]>[Cu].CN(C=O)C>[CH2:29]([O:1][C:2]1[CH:7]=[CH:6][C:5]([CH2:8][CH2:9][CH2:10][C:11]([O:13][CH3:14])=[O:12])=[CH:4][C:3]=1[C:15]1[CH:20]=[C:19]([CH2:21][CH2:22][CH2:23][C:24]([O:26][CH3:27])=[O:25])[CH:18]=[CH:17][C:16]=1[OH:28])[CH2:30][CH:31]([CH3:33])[CH3:32] |f:2.3.4|. Procedure details: To 5 ml of a DMF solution containing 200 mg (0.5181 mmol) of 2,2'-dihydroxy-5,5'-bis (3-methoxycarbonylpropyl) biphenyl and 0.646 ml (5.181 mmol) of isopentyl bromide, there were added 85.8 mg (0.6217 mmol) of anhydrous potassium carbonate and a small amount of copper powder and the resulting mixture was agitated for 5 hours at room temperature. The reaction mixture was filtered by suction through Celite to remove the solid matter and the filtrate was washed with ethyl acetate. After the solvent... The reactants are [BH4-], CO, O=C(CN1CCCC(COc2ccc(C(F)(F)F)cc2)C1)C1(c2ccc(C(F)(F)F)cc2)CCC1, [Na+], O. As a reaction SMILES: [BH4-:36].[CH3:39][OH:40].[F:1][C:2]([c:3]1[cH:4][cH:5][c:6]([O:7][CH2:8][CH:9]2[CH2:10][N:11]([CH2:15][C:16](=[O:17])[C:18]3([c:22]4[cH:23][cH:24][c:25]([C:28]([F:29])([F:30])[F:31])[cH:26][cH:27]4)[CH2:19][CH2:20][CH2:21]3)[CH2:12][CH2:13][CH2:14]2)[cH:32][cH:33]1)([F:34])[F:35].[Na+:37].[OH2:38]>>[F:1][C:2]([c:3]1[cH:4][cH:5][c:6]([O:7][CH2:8][CH:9]2[CH2:10][N:11]([CH2:15][CH:16]([OH:17])[C:18]3([c:22]4[cH:23][cH:24][c:25]([C:28]([F:29])([F:30])[F:31])[cH:26][cH:27]4)[CH2:19][CH2:20][CH2:21]3)[CH2:12][CH2:13][CH2:14]2)[cH:32][cH:33]1)([F:34])[F:35]. The product is OC(CN1CCCC(COc2ccc(C(F)(F)F)cc2)C1)C1(c2ccc(C(F)(F)F)cc2)CCC1. Reactants: COC(=O)c1ccc(C(=O)NCc2ccnn2C)s1, CO, NN, O. Yields the product Cn1nccc1CNC(=O)c1ccc(C(=O)NN)s1. As a reaction SMILES: [CH3:1][n:2]1[n:3][cH:4][cH:5][c:6]1[CH2:7][NH:8][C:9](=[O:10])[c:11]1[cH:12][cH:13][c:14]([C:16]([O:18][CH3:17])=[O:19])[s:15]1.[CH3:23][OH:24].[NH2:21][NH2:22].[OH2:20]>>[CH3:1][n:2]1[n:3][cH:4][cH:5][c:6]1[CH2:7][NH:8][C:9](=[O:10])[c:11]1[cH:12][cH:13][c:14]([C:16](=[O:18])[NH:21][NH2:22])[s:15]1. Reactants: C(CCC)C=1N(C(NN1)=O)CC1=CC=C(C=C1)C1=C(C=CC=C1)C1=NN=NN1C(C1=CC=CC=C1)(C1=CC=CC=C1)C1=CC=CC=C1 (5-n-Butyl-2,4-dihydro-4-[[2'-(N-trityltetrazol-5-yl)biphenyl-4-yl]methyl]-3H-1,2,4-triazol-3-one), BrC(CC)C1=CC=CC=C1 (1-bromo-1-phenylpropane). Product: C(CCC)C=1N(C(N(N1)C(CC)C1=CC=CC=C1)=O)CC1=CC=C(C=C1)C1=C(C=CC=C1)C1=NN=NN1C(C1=CC=CC=C1)(C1=CC=CC=C1)C1=CC=CC=C1 (5-n-Butyl-2,4-dihydro-2-(1-phenylpropyl)-4-[[2'-(N-trityltetrazol-5-yl)biphenyl-4-yl]methyl]-3H-1,2,4-triazol-3-one). Isolated yield 50.0%. Reaction SMILES: [CH2:1]([C:5]1[N:6]([CH2:11][C:12]2[CH:17]=[CH:16][C:15]([C:18]3[CH:23]=[CH:22][CH:21]=[CH:20][C:19]=3[C:24]3[N:28]([C:29]([C:42]4[CH:47]=[CH:46][CH:45]=[CH:44][CH:43]=4)([C:36]4[CH:41]=[CH:40][CH:39]=[CH:38][CH:37]=4)[C:30]4[CH:35]=[CH:34][CH:33]=[CH:32][CH:31]=4)[N:27]=[N:26][N:25]=3)=[CH:14][CH:13]=2)[C:7](=[O:10])[NH:8][N:9]=1)[CH2:2][CH2:3][CH3:4].Br[CH:49]([C:52]1[CH:57]=[CH:56][CH:55]=[CH:54][CH:53]=1)[CH2:50][CH3:51]>>[CH2:1]([C:5]1[N:6]([CH2:11][C:12]2[CH:13]=[CH:14][C:15]([C:18]3[CH:23]=[CH:22][CH:21]=[CH:20][C:19]=3[C:24]3[N:28]([C:29]([C:36]4[CH:37]=[CH:38][CH:39]=[CH:40][CH:41]=4)([C:30]4[CH:31]=[CH:32][CH:33]=[CH:34][CH:35]=4)[C:42]4[CH:47]=[CH:46][CH:45]=[CH:44][CH:43]=4)[N:27]=[N:26][N:25]=3)=[CH:16][CH:17]=2)[C:7](=[O:10])[N:8]([CH:49]([C:52]2[CH:57]=[CH:56][CH:55]=[CH:54][CH:53]=2)[CH2:50][CH3:51])[N:9]=1)[CH2:2][CH2:3][CH3:4]. Procedure details: The alkylation of 5-n-butyl-2,4-dihydro-4-[[2'-(N-trityltetrazol-5-yl)biphenyl-4-yl]methyl]-3H-1,2,4-triazol-3-one (from Example 2, Step D) with 1-bromo-1-phenylpropane was carried out as described in Example 3, Step A. After work-up, the residue was flash chromatographed over silica gel (gradient elution using 0.2-1.0% MeOH/CH2Cl2) to give the desired material in 50% yield, homogeneous by TLC in 2% MeOH/CH2Cl2, mass spectrum (FAB) 736 (M+1)+. RXN SMILES: [CH3:1][C:2]1[CH:3]=[CH:4][C:5]([CH2:8][O:9][C:10]2[CH:15]=[C:14]([NH:16][CH2:17][C:18]3[CH:23]=[CH:22][C:21]([C:24]4[CH:29]=[CH:28][C:27]([C:30]([F:33])([F:32])[F:31])=[CH:26][CH:25]=4)=[CH:20][CH:19]=3)[C:13]([NH2:34])=[CH:12][CH:11]=2)=[N:6][CH:7]=1.[C:35]1(=[O:45])[C@H:43]2[C@@H:38]([CH2:39][CH2:40][CH2:41][CH2:42]2)[C:37](=O)[O:36]1>>[CH3:1][C:2]1[CH:3]=[CH:4][C:5]([CH2:8][O:9][C:10]2[CH:11]=[CH:12][C:13]3[N:34]=[C:37]([C@@H:38]4[CH2:39][CH2:40][CH2:41][CH2:42][C@H:43]4[C:35]([OH:45])=[O:36])[N:16]([CH2:17][C:18]4[CH:23]=[CH:22][C:21]([C:24]5[CH:29]=[CH:28][C:27]([C:30]([F:33])([F:31])[F:32])=[CH:26][CH:25]=5)=[CH:20][CH:19]=4)[C:14]=3[CH:15]=2)=[N:6][CH:7]=1. Yields the product CC=1C=CC(=NC1)COC=1C=CC2=C(N(C(=N2)[C@H]2[C@@H](CCCC2)C(=O)O)CC2=CC=C(C=C2)C2=CC=C(C=C2)C(F)(F)F)C1 (racemic trans-2-(6-[(5-Methylpyridin-2-yl)methoxy]-1-{[4′-(trifluoromethyl)biphenyl-4-yl]methyl}-1H-benzimidazol-2-yl)cyclohexanecarboxylic acid). The reactants are CC=1C=CC(=NC1)COC1=CC=C(C(=C1)NCC1=CC=C(C=C1)C1=CC=C(C=C1)C(F)(F)F)N (5-((5-methylpyridin-2-yl)methoxy)-N1-((4′-(trifluoromethyl)-[1,1′-biphenyl]-4-yl)methyl)benzene-1,2-diamine), C1(OC([C@@H]2CCCC[C@@H]12)=O)=O (racemic trans-hexahydroisobenzofuran-1,3-dione). Procedure: The title compound was prepared using analogous conditions described in Example 1 using 5-((5-methylpyridin-2-yl)methoxy)-N1-((4′-(trifluoromethyl)-[1,1′-biphenyl]-4-yl)methyl)benzene-1,2-diamine and racemic trans-hexahydroisobenzofuran-1,3-dione in Step C. MS (ESI): mass calcd. for C35H32F3N3O3, 599.2; m/z found, 600.2 [M+H]+. 1H NMR (500 MHz, CD3OD) δ 8.27 (d, J=2.1, 1H), 7.76 (d, J=8.1, 2H), 7.69 (d, J=8.3, 2H), 7.65-7.58 (m, 2H), 7.58-7.46 (m, 2H), 7.42-7.22 (m, 3H), 6.97-6.90 (m, 2H), 5.53 ... Reactants: [N+](=O)([O-])/C=C/C=1C=C(C#N)C=CC1 (3-[(E)-2-Nitroethenyl]benzonitrile), N(=[N+]=[N-])[Si](C)(C)C (azidotrimethylsilane), [F-].C(CCC)[N+](CCCC)(CCCC)CCCC (tetrabutylammonium fluoride), solution. The solvent is CN(C)C=O (DMF), C1CCOC1 (THF). Product: N1N=NC(=C1)C=1C=C(C#N)C=CC1 (3-(1H-1,2,3-triazol-4-yl)benzonitrile). RXN SMILES: [N+:1](/[CH:4]=[CH:5]/[C:6]1[CH:7]=[C:8]([CH:11]=[CH:12][CH:13]=1)[C:9]#[N:10])([O-])=O.[N:14]([Si](C)(C)C)=[N+:15]=[N-].[F-].C([N+](CCCC)(CCCC)CCCC)CCC>CN(C=O)C.C1COCC1>[NH:1]1[CH:4]=[C:5]([C:6]2[CH:7]=[C:8]([CH:11]=[CH:12][CH:13]=2)[C:9]#[N:10])[N:15]=[N:14]1 |f:2.3|. Procedure: 3-[(E)-2-Nitroethenyl]benzonitrile (2.79 g, 16.0 mmol) and azidotrimethylsilane (2.76 g, 24.0 mmol) was stirred in anhydrous DMF (100 mL) at 50° C. To this was added tetrabutylammonium fluoride (17.6 mL of a 1.0M solution in THF, 17.6 mmol) via syringe pump over 20 min. The resulting reaction was quenched with MeOH (25 mL) and concentrated in vacuo to a volume of ca. 30 mL. The resulting crude mixture was dissolved in EtOAc (300 mL) and washed with H2O (2×100 mL). The product was then extracted ... The reactants are CC(C)(C)OC(=O)NCc1cccc(CN(Cc2ccc(C(F)(F)F)cc2)S(=O)(=O)c2cc(Cl)cc(Cl)c2O)c1, ClCCl, O=C(O)C(F)(F)F. The product is NCc1cccc(CN(Cc2ccc(C(F)(F)F)cc2)S(=O)(=O)c2cc(Cl)cc(Cl)c2O)c1. Reaction SMILES: [Cl:1][c:2]1[c:3]([OH:40])[c:4]([S:9](=[O:10])(=[O:11])[N:12]([CH2:13][c:14]2[cH:15][cH:16][c:17]([C:20]([F:21])([F:22])[F:23])[cH:18][cH:19]2)[CH2:24][c:25]2[cH:26][c:27]([CH2:28][NH:29][C:30](=[O:31])[O:32][C:33]([CH3:34])([CH3:35])[CH3:36])[cH:37][cH:38][cH:39]2)[cH:5][c:6]([Cl:8])[cH:7]1.[Cl:48][CH2:49][Cl:50].[F:41][C:42]([F:43])([F:44])[C:45]([OH:46])=[O:47]>>[Cl:1][c:2]1[c:3]([OH:40])[c:4]([S:9](=[O:10])(=[O:11])[N:12]([CH2:13][c:14]2[cH:15][cH:16][c:17]([C:20]([F:21])([F:22])[F:23])[cH:18][cH:19]2)[CH2:24][c:25]2[cH:26][c:27]([CH2:28][NH2:29])[cH:37][cH:38][cH:39]2)[cH:5][c:6]([Cl:8])[cH:7]1.